From a dataset of the Open Reaction Database (ORD), a public repository of structured organic reaction records. describe an organic reaction: reactants, conditions, products, and yield The reactants are C=CCC1(C)CC(c2cccc(Cl)c2)C(c2ccc(Cl)cc2)OC1=O, CCOC(C)=O, CC(C)C(N)CO. Yields the product C=CCC(C)(CC(c1cccc(Cl)c1)C(O)c1ccc(Cl)cc1)C(=O)NC(CO)C(C)C. As a reaction SMILES: [CH2:8]([CH:9]=[CH2:10])[C:11]1([CH3:32])[C:12](=[O:31])[O:13][CH:14]([c:24]2[cH:25][cH:26][c:27]([Cl:30])[cH:28][cH:29]2)[CH:15]([c:17]2[cH:18][c:19]([Cl:23])[cH:20][cH:21][cH:22]2)[CH2:16]1.[CH3:33][CH2:34][O:35][C:36](=[O:37])[CH3:38].[NH2:1][CH:2]([CH2:3][OH:4])[CH:5]([CH3:6])[CH3:7]>>[NH:1]([CH:2]([CH2:3][OH:4])[CH:5]([CH3:6])[CH3:7])[C:12]([C:11]([CH2:8][CH:9]=[CH2:10])([CH2:16][CH:15]([CH:14]([OH:13])[c:24]1[cH:25][cH:26][c:27]([Cl:30])[cH:28][cH:29]1)[c:17]1[cH:18][c:19]([Cl:23])[cH:20][cH:21][cH:22]1)[CH3:32])=[O:31]. The reactants are BrCC1CC1, O=C([O-])[O-], CCOC(=O)c1cc2cc(OCCOC)cc(NS(=O)(=O)c3ccccn3)c2[nH]1, CN(C)C=O, CCOC(C)=O, [K+], [K+]. Product: CCOC(=O)c1cc2cc(OCCOC)cc(N(CC3CC3)S(=O)(=O)c3ccccn3)c2[nH]1. As a reaction SMILES: [Br:30][CH2:31][CH:32]1[CH2:33][CH2:34]1.[C:35](=[O:36])([O-:37])[O-:38].[CH3:1][O:2][CH2:3][CH2:4][O:5][c:6]1[cH:7][c:8]2[cH:9][c:10]([C:25](=[O:26])[O:27][CH2:28][CH3:29])[nH:11][c:12]2[c:13]([NH:15][S:16](=[O:17])(=[O:18])[c:19]2[n:20][cH:21][cH:22][cH:23][cH:24]2)[cH:14]1.[CH3:41][N:42]([CH3:43])[CH:44]=[O:45].[CH3:46][CH2:47][O:48][C:49](=[O:50])[CH3:51].[K+:39].[K+:40]>>[CH3:1][O:2][CH2:3][CH2:4][O:5][c:6]1[cH:7][c:8]2[cH:9][c:10]([C:25](=[O:26])[O:27][CH2:28][CH3:29])[nH:11][c:12]2[c:13]([N:15]([S:16](=[O:17])(=[O:18])[c:19]2[n:20][cH:21][cH:22][cH:23][cH:24]2)[CH2:31][CH:32]2[CH2:33][CH2:34]2)[cH:14]1. Starting materials: C(#N)C(C)(C)C=1C=C(C(=O)NC2=C(C=CC(=C2)OC2=CC=C(C=C2)[N+](=O)[O-])C)C=CC1 (3-(1-cyano-1-methylethyl)-N-[2-methyl-5-(4-nitrophenoxy)phenyl]benzamide), [Cl-].[Ca+2].[Cl-] (calcium chloride), reduced iron, O (water). The solvent is C(C)O (ethanol). Conditions: temperature 80 celsius. Yields the product NC1=CC=C(OC=2C=CC(=C(C2)NC(C2=CC(=CC=C2)C(C)(C)C#N)=O)C)C=C1 (N-[5-(4-aminophenoxy)-2-methylphenyl]-3-(1-cyano-1-methylethyl)benzamide). Isolated yield 93.7%. RXN SMILES: [C:1]([C:3]([C:6]1[CH:7]=[C:8]([CH:29]=[CH:30][CH:31]=1)[C:9]([NH:11][C:12]1[CH:17]=[C:16]([O:18][C:19]2[CH:24]=[CH:23][C:22]([N+:25]([O-])=O)=[CH:21][CH:20]=2)[CH:15]=[CH:14][C:13]=1[CH3:28])=[O:10])([CH3:5])[CH3:4])#[N:2].[Cl-].[Ca+2].[Cl-].O>C(O)C>[NH2:25][C:22]1[CH:23]=[CH:24][C:19]([O:18][C:16]2[CH:15]=[CH:14][C:13]([CH3:28])=[C:12]([NH:11][C:9](=[O:10])[C:8]3[CH:29]=[CH:30][CH:31]=[C:6]([C:3]([C:1]#[N:2])([CH3:5])[CH3:4])[CH:7]=3)[CH:17]=2)=[CH:20][CH:21]=1 |f:1.2.3|. Procedure: A suspension of 3-(1-cyano-1-methylethyl)-N-[2-methyl-5-(4-nitrophenoxy)phenyl]benzamide (3.50 g, 8.0 mmol), calcium chloride (2.36 g, 21.2 mmol) and reduced iron (4.75 g, 85 mmol) in ethanol (180 mL)/water (20 mL) was stirred with heating at 80° C. for 10 hr. The reaction mixture was cooled to room temperature, passed through a pad filled with celite to separate insoluble material, and the insoluble material was washed with ethanol. The filtrate and the washing were combined and concentrated un... Starting materials: CNCC(=O)O[C@@H](CN1N(C(C(=C1C)C(NC1=CC(=C(C=C1)OC1=CC=NC2=CC(=CC=C12)OC)F)=O)=O)C1=CC=CC=C1)C ((R)-1-(4-(4-(7-methoxyquinolin-4-yloxy)-3-fluorophenylcarbamoyl)-2,3-dihydro-5-methyl-3-oxo-2-phenylpyrazol-1-yl)propan-2-yl 2-(methylamino)acetate), C(CC(O)(C(=O)O)CC(=O)O)(=O)O (citric acid), solid. Yields the product OC(CC(=O)O)(CC(=O)O)C(=O)O.CNCC(=O)O[C@@H](CN1N(C(C(=C1C)C(NC1=CC(=C(C=C1)OC1=CC=NC2=CC(=CC=C12)OC)F)=O)=O)C1=CC=CC=C1)C ((R)-1-(4-(3-fluoro-4-(7-methoxyquinolin-4-yloxy)phenylcarbamoyl)-5-methyl-3-oxo-2-phenyl-2,3-dihydropyrazol-1-yl)propan-2-yl 2-(methylamino)acetate 2-hydroxypropane-1,2,3-tricarboxylate). Reaction SMILES: [CH3:1][NH:2][CH2:3][C:4]([O:6][C@H:7]([CH3:45])[CH2:8][N:9]1[C:13]([CH3:14])=[C:12]([C:15](=[O:37])[NH:16][C:17]2[CH:22]=[CH:21][C:20]([O:23][C:24]3[C:33]4[C:28](=[CH:29][C:30]([O:34][CH3:35])=[CH:31][CH:32]=4)[N:27]=[CH:26][CH:25]=3)=[C:19]([F:36])[CH:18]=2)[C:11](=[O:38])[N:10]1[C:39]1[CH:44]=[CH:43][CH:42]=[CH:41][CH:40]=1)=[O:5].[C:46]([OH:58])(=[O:57])[CH2:47][C:48]([CH2:53][C:54]([OH:56])=[O:55])([C:50]([OH:52])=[O:51])[OH:49]>>[OH:49][C:48]([C:50]([OH:52])=[O:51])([CH2:53][C:54]([OH:56])=[O:55])[CH2:47][C:46]([OH:58])=[O:57].[CH3:1][NH:2][CH2:3][C:4]([O:6][C@H:7]([CH3:45])[CH2:8][N:9]1[C:13]([CH3:14])=[C:12]([C:15](=[O:37])[NH:16][C:17]2[CH:22]=[CH:21][C:20]([O:23][C:24]3[C:33]4[C:28](=[CH:29][C:30]([O:34][CH3:35])=[CH:31][CH:32]=4)[N:27]=[CH:26][CH:25]=3)=[C:19]([F:36])[CH:18]=2)[C:11](=[O:38])[N:10]1[C:39]1[CH:40]=[CH:41][CH:42]=[CH:43][CH:44]=1)=[O:5] |f:2.3|. Procedure: The title compound was prepared according to the procedure described in Example 39 step 3 by using (R)-1-(4-(4-(7-methoxyquinolin-4-yloxy)-3-fluorophenylcarbamoyl)-2,3-dihydro-5-methyl-3-oxo-2-phenylpyrazol-1-yl)propan-2-yl 2-(methylamino)acetate (82.3 mg, 0.134 mmol) and citric acid (51.5 mg, 0.268 mmol, Tianjin Chemical Factory). The title compound was abtained as a pale yellow solid (90.6 mg, 84%). Starting materials: C(C)(C)C1=CC=C(C=C1)CC#N (4-isopropylphenylacetonitrile), C(C)O (ethanol), Cl (HCl). Solvent: CCOCC (ether). Reaction conditions: temperature 0 celsius, time 8 hour. The product is Cl.C(C)(C)C1=CC=C(C=C1)CC(O)=N (4-isopropylphenylacetimidate hydrochloride). The yield is 84.0%. RXN SMILES: [CH:1]([C:4]1[CH:9]=[CH:8][C:7]([CH2:10][C:11]#[N:12])=[CH:6][CH:5]=1)([CH3:3])[CH3:2].C([OH:15])C.[ClH:16]>CCOCC>[ClH:16].[CH:1]([C:4]1[CH:5]=[CH:6][C:7]([CH2:10][C:11](=[NH:12])[OH:15])=[CH:8][CH:9]=1)([CH3:3])[CH3:2] |f:4.5|. Procedure: To a solution of 4-isopropylphenylacetonitrile (2 g, 12.5 mmol) in anhydrous ether (50 mL) was added absolute ethanol (0.5 g, 12.5 mmol) and an excess of HCl gas was passed into the solution with cooling in an ice bath. The resulting solution was allowed to stir at 0° C. for 1.5 hours and at room temperature overnight. The white solid was collected by filtration, washed with ether (2×20 mL) and dried to give 2.52 g (84%) of 4-isopropylphenylacetimidate hydrochloride as white crystals, mp 118-120...